From a dataset of the Open Reaction Database (ORD), a public repository of structured organic reaction records. describe an organic reaction: reactants, conditions, products, and yield The reactants are S(=O)(Cl)Cl (thionyl chloride), CO (MeOH), C[C@@]1(NCCC1)C(=O)O (2-Methyl-(L)-proline). Conditions: temperature 0 celsius, time 5 minute. The product is Cl.C[C@@]1(NCCC1)C(=O)OC (2-methyl-(L)-proline, methyl ester hydrochloride). As a reaction SMILES: S(Cl)([Cl:3])=O.[CH3:5][C@@:6]1([C:11]([OH:13])=[O:12])[CH2:10][CH2:9][CH2:8][NH:7]1.[CH3:14]O>>[ClH:3].[CH3:5][C@@:6]1([C:11]([O:13][CH3:14])=[O:12])[CH2:10][CH2:9][CH2:8][NH:7]1 |f:3.4|. Procedure details: To a solution of anhydrous MeOH (65 mL) at 0° C. was added thionyl chloride (9.03 mL, 124 mmol) slowly over a 5 min period. 2-Methyl-(L)-proline (Bachem AG, Cat. No. F-3440, Bubendorf, Switzerland) (4.0 gm, 31 mmol) was added in one portion. The reaction was stirred at 0° C. for 5 min and then warmed to rt. The reaction was then heated to 70° C. overnight. The reaction was cooled and the solvent removed to yield 2-methyl-(L)-proline, methyl ester hydrochloride as a white solid (5.72 gm). The reactants are CN(C)CCNc1nc2cc3c(cc2[n+]([O-])n1)OCCC3, ClCCl, O=C(O)C(F)(F)F, O=C(OC(=O)C(F)(F)F)C(F)(F)F, N, OO. Product: CN(C)CCNc1n[n+]([O-])c2cc3c(cc2[n+]1[O-])CCCO3. As a reaction SMILES: [CH3:16][N:17]([CH2:18][CH2:19][NH:20][c:21]1[n:22][n+:23]([O-:35])[c:24]2[c:25]([n:26]1)[cH:27][c:28]1[c:33]([cH:34]2)[O:32][CH2:31][CH2:30][CH2:29]1)[CH3:36].[Cl:44][CH2:45][Cl:46].[F:37][C:38]([F:39])([F:40])[C:41]([OH:42])=[O:43].[F:3][C:4]([F:5])([F:7])[C:8](=[O:6])[O:9][C:10](=[O:11])[C:12]([F:13])([F:14])[F:15].[NH3:47].[OH:1][OH:2]>>[O-:6][n+:26]1[c:21]([NH:20][CH2:19][CH2:18][N:17]([CH3:16])[CH3:36])[n:22][n+:23]([O-:35])[c:24]2[c:25]1[cH:27][c:28]1[c:33]([cH:34]2)[O:32][CH2:31][CH2:30][CH2:29]1.